Dataset: the Open Reaction Database (ORD), a public repository of structured organic reaction records. Task: describe an organic reaction: reactants, conditions, products, and yield Starting materials: CN(C=CC(CCCCC)=O)C (1-(dimethylamino)-1-octen-3-one), Grignard reagent, C(=C)Br (vinyl bromide), [Mg] (magnesium). Solvent: O1CCCC1 (tetrahydrofuran), CCOCC (ether), O1CCCC1 (tetrahydrofuran). The product is C=CC=CC(CCCCC)=O (1,3-Decadien-5-one). As a reaction SMILES: [CH:1](Br)=[CH2:2].[Mg].CN(C)[CH:7]=[CH:8][C:9](=[O:15])[CH2:10][CH2:11][CH2:12][CH2:13][CH3:14]>O1CCCC1.CCOCC>[CH2:1]=[CH:2][CH:7]=[CH:8][C:9](=[O:15])[CH2:10][CH2:11][CH2:12][CH2:13][CH3:14]. Reported procedure: To a solution of Grignard reagent prepared from vinyl bromide (10.7 g), and magnesium (2.43 g) in dry tetrahydrofuran (40 ml) is added gradually a solution of 1-(dimethylamino)-1-octen-3-one (16.9 g), described in Example 37, in dry tetrahydrofuran (20 ml). The mixture is stirred and heated to reflux for 1 hr. The reaction mixture is cooled to room temperature, diluted with ether, washed with hydrochloric acid (10 ml), followed by saturated ammonium chloride solution. The ether extract is dried,...